This data is from the Open Reaction Database (ORD), a public repository of structured organic reaction records. The task is: describe an organic reaction: reactants, conditions, products, and yield Reactants: FC(C1=CC=C2C=CNC2=C1)(F)F (6-trifluoromethylindole), C(C=C)OC=1C=C2C(=CN(C2=CC1)C(=O)N)N=C=O (5-allyloxy-3-isocyanato-indole-1-carboxylic acid amide), acyl azide. Run in COCCOC (1,2 dimethoxyethane). Yields the product FC(C1=CC=C2C(=CN(C2=C1)C(=O)N)N=C=O)(F)F (6-Trifluoromethyl-3-isocyanato-indole-1-carboxylic acid amide). RXN SMILES: [F:1][C:2]([F:13])([F:12])C1C=C2C(C=CN2)=CC=1.C(O[C:18]1[CH:19]=[C:20]2[C:24](=[CH:25][CH:26]=1)[N:23]([C:27]([NH2:29])=[O:28])[CH:22]=[C:21]2[N:30]=[C:31]=[O:32])C=C>COCCOC>[F:1][C:2]([F:13])([F:12])[C:26]1[CH:25]=[C:24]2[C:20]([C:21]([N:30]=[C:31]=[O:32])=[CH:22][N:23]2[C:27]([NH2:29])=[O:28])=[CH:19][CH:18]=1. Procedure details: was prepared from 6-trifluoromethylindole using the protocol described for steps B-E in scheme A4 for the preparation of 5-allyloxy-3-isocyanato-indole-1-carboxylic acid amide except that the acyl azide intermediate was prepared in 1,2 dimethoxyethane instead of toluene. Starting materials: CC1(C)C2CCC1(CS(=O)(=O)O)C(=O)C2, CC(C)O, CNC(=O)c1cccc(F)c1Nc1nc(Cl)ncc1Cl, CC(=O)N1CCCOc2cc(N)ccc21. Yields the product CNC(=O)c1cccc(F)c1Nc1nc(Nc2ccc3c(c2)OCCCN3C(C)=O)ncc1Cl. Reaction SMILES: [C:36]12([CH2:37][S:38]([OH:39])(=[O:40])=[O:41])[C:42]([CH3:43])([CH3:44])[CH:45]([CH2:46][CH2:47]1)[CH2:48][C:49]2=[O:50].[CH:51]([OH:52])([CH3:53])[CH3:54].[Cl:16][c:17]1[n:18][cH:19][c:20]([Cl:35])[c:21]([NH:23][c:24]2[c:25]([C:26](=[O:27])[NH:28][CH3:29])[cH:30][cH:31][cH:32][c:33]2[F:34])[n:22]1.[NH2:1][c:2]1[cH:3][c:4]2[c:5]([cH:14][cH:15]1)[N:6]([C:11]([CH3:12])=[O:13])[CH2:7][CH2:8][CH2:9][O:10]2>>[NH:1]([c:2]1[cH:3][c:4]2[c:5]([cH:14][cH:15]1)[N:6]([C:11]([CH3:12])=[O:13])[CH2:7][CH2:8][CH2:9][O:10]2)[c:17]1[n:18][cH:19][c:20]([Cl:35])[c:21]([NH:23][c:24]2[c:25]([C:26](=[O:27])[NH:28][CH3:29])[cH:30][cH:31][cH:32][c:33]2[F:34])[n:22]1. Reactants: C(C)(C)(C)OC(N[C@@H](C)C1=CC=C(C=C1)C(CN1CCN(CC1)C)O)=O (tert-butyl((1S)-1-{4-[1-hydroxy-2-(4-methylpiperazin-1-yl) ethyl]phenyl}ethyl)carbamate), CN1CCNCC1 (N-methylpiperizine), C(C)(C)(C)OC(N[C@@H](C)C1=CC=C(C=C1)C(CN1CCN(CC1)C)O)=O (tert-butyl((1S)-1-{4-[1-hydroxy-2-(4-methylpiperazin-1-yl) ethyl]phenyl}ethyl)carbamate). Product: C(C)(C)(C)OC(N[C@@H](C)C1=CC=C(C=C1)C1OC1)=O (tert-butyl[(1S)-1-(4-oxiran-2-ylphenyl)ethyl]carbamate). Isolated yield 118.3%. Reaction SMILES: [C:1]([O:5][C:6](=[O:26])[NH:7][C@H:8]([C:10]1[CH:15]=[CH:14][C:13]([CH:16]([OH:25])[CH2:17]N2CCN(C)CC2)=[CH:12][CH:11]=1)[CH3:9])([CH3:4])([CH3:3])[CH3:2].CN1CCNCC1>>[C:1]([O:5][C:6](=[O:26])[NH:7][C@H:8]([C:10]1[CH:15]=[CH:14][C:13]([CH:16]2[CH2:17][O:25]2)=[CH:12][CH:11]=1)[CH3:9])([CH3:4])([CH3:3])[CH3:2]. Procedure details: 35 mg of tert-butyl((1S)-1-{4-[1-hydroxy-2-(4-methylpiperazin-1-yl) ethyl]phenyl}ethyl)carbamate [8-1] (hereinafter, referred to as the compound [8-1]) was obtained as a colorless oily product from 30 mg of the compound [7-2] and 2 mL of N-methylpiperizine according to the method of Example 7-(3). The reactants are CC(C)(C)OC(=O)CNC(=O)C1=C(O)c2cc(Br)ccc2C(C)(C)C1=O, O=C(O)C(F)(F)F. The product is CC1(C)C(=O)C(C(=O)NCC(=O)O)=C(O)c2cc(Br)ccc21. RXN SMILES: [Br:1][c:2]1[cH:3][c:4]2[c:9]([cH:10][cH:11]1)[C:8]([CH3:12])([CH3:13])[C:7](=[O:14])[C:6]([C:15](=[O:16])[NH:17][CH2:18][C:19](=[O:20])[O:21][C:22]([CH3:23])([CH3:24])[CH3:25])=[C:5]2[OH:26].[F:27][C:28]([F:29])([F:30])[C:31]([OH:32])=[O:33]>>[Br:1][c:2]1[cH:3][c:4]2[c:9]([cH:10][cH:11]1)[C:8]([CH3:12])([CH3:13])[C:7](=[O:14])[C:6]([C:15](=[O:16])[NH:17][CH2:18][C:19](=[O:20])[OH:21])=[C:5]2[OH:26]. Starting materials: ClC1=CC(=C(C=C1)C(CC(C=O)(C(F)(F)F)O)(C)C)OC (rac-4-(4-chloro-2-methoxyphenyl)-2-hydroxy-4-methyl-2-(trifluoromethyl)-pentanal), NC1=C2C=NC(=NC2=C(C=C1)F)C (5-amino-8-fluoro-2-methylquinazoline), C(C)(=O)OCC (ethyl acetate), O (water), O (water). Reagents/catalysts: [Ti] (titanium). Yield: 90.1%. Run at temperature 105 celsius, time 3 hour. The solvent is C1(=CC=CC=C1)C (toluene). Product: FC(C(CC(C)(C)C1=C(C=C(C=C1)Cl)OC)(O)C=NC1=C2C=NC(=NC2=C(C=C1)F)C)(F)F ((rac) 1,1,1,-Trifluoro-4-(4-chloro-2-methoxyphenyl)-2-[(8-fluoro-2-methyl-quinazol-5-yl)iminomethyl]-4-methyl-pentan-2-ol). Reaction SMILES: [Cl:1][C:2]1[CH:7]=[CH:6][C:5]([C:8]([CH3:19])([CH3:18])[CH2:9][C:10]([OH:17])([C:13]([F:16])([F:15])[F:14])[CH:11]=O)=[C:4]([O:20][CH3:21])[CH:3]=1.[NH2:22][C:23]1[CH:32]=[CH:31][C:30]([F:33])=[C:29]2[C:24]=1[CH:25]=[N:26][C:27]([CH3:34])=[N:28]2.O.C(OCC)(=O)C>C1(C)C=CC=CC=1.[Ti]>[F:14][C:13]([F:15])([F:16])[C:10]([CH:11]=[N:22][C:23]1[CH:32]=[CH:31][C:30]([F:33])=[C:29]2[C:24]=1[CH:25]=[N:26][C:27]([CH3:34])=[N:28]2)([OH:17])[CH2:9][C:8]([C:5]1[CH:6]=[CH:7][C:2]([Cl:1])=[CH:3][C:4]=1[O:20][CH3:21])([CH3:19])[CH3:18]. Reported procedure: 2.40 g (7.39 mmol) of rac-4-(4-chloro-2-methoxyphenyl)-2-hydroxy-4-methyl-2-(trifluoromethyl)-pentanal is dissolved with 1.30 g (7.34 mmol) of 5-amino-8-fluoro-2-methylquinazoline in 30 ml of toluene, and 3.10 ml (14.7 mmol) of titanium tetraethylate is added at room temperature. The mixture is stirred for 3 hours at 105° C. After cooling, the mixture is added to water, stirred for several minutes, suctioned off on diatomaceous earth, rewashed with ethyl acetate and water, and the phases are sep... Starting materials: solution, FC(C(=O)O)(F)F (trifluoroacetic acid), NC1=NC(N(C=C1)[C@H]1C[C@@H]([C@H](O1)COP(=O)(O)O)OP(=O)(O)OC[C@H]1O[C@H]([C@@H]([C@@H]1OC([C@H](CC[C@H]1CN(CS1)C(=O)OC(C)(C)C)NC(=O)OC(C)(C)C)=O)O)N1C2=NC=NC(=C2N=C1)N)=O ((5S)-tert-butyl 5-((3S)-4-(((2R,3S,4R,5R)-2-((((((2R,3S,5R)-5-(4-amino-2-oxopyrimidin-1(2H)-yl)-2-((phosphonooxy)methyl)tetrahydrofuran-3-yl)oxy) (hydroxy)phosphoryl)oxy)methyl)-5-(6-amino-9H-purin-9-yl)-4-hydroxytetrahydrofuran-3-yl)Oxy)-3-((tert-butoxycarbonyl)amino)-4-oxobutyl)thiazolidine-3-carboxylate). Run in ClCCl (dichloromethane), ClCCl (dichloromethane). Conditions: time 1.25 hour. The product is N[C@@H](C(=O)O[C@@H]1[C@@H](O[C@H]([C@@H]1O)N1C2=NC=NC(=C2N=C1)N)COP(=O)(O)O[C@@H]1[C@H](O[C@H](C1)N1C(N=C(C=C1)N)=O)COP(=O)(O)O)CC[C@H]1CNCS1 ((2S)-(2R,3S,4R,5R)-2-((((((2R,3S,5R)-5-(4-amino-2-oxopyrimidin-1(2H)-yl)-2-((phosphonooxy)methyl)tetrahydrofuran-3-yl)oxy)(hydroxy)phosphoryl)oxy)methyl)-5-(6-amino-9H-purin-9-yl)-4-hydroxytetrahydrofuran-3-yl 2-amino-4-((S)-thiazolidin-5-yl)butanoate). Isolated yield 155.5%. Reaction SMILES: FC(F)(F)C(O)=O.[NH2:8][C:9]1[CH:14]=[CH:13][N:12]([C@@H:15]2[O:19][C@H:18]([CH2:20][O:21][P:22]([OH:25])([OH:24])=[O:23])[C@@H:17]([O:26][P:27]([O:30][CH2:31][C@@H:32]3[C@@H:36]([O:37][C:38](=[O:62])[C@@H:39]([NH:54]C(OC(C)(C)C)=O)[CH2:40][CH2:41][C@@H:42]4[S:46][CH2:45][N:44](C(OC(C)(C)C)=O)[CH2:43]4)[C@@H:35]([OH:63])[C@H:34]([N:64]4[CH:72]=[N:71][C:70]5[C:65]4=[N:66][CH:67]=[N:68][C:69]=5[NH2:73])[O:33]3)([OH:29])=[O:28])[CH2:16]2)[C:11](=[O:74])[N:10]=1>ClCCl>[NH2:54][C@H:39]([CH2:40][CH2:41][C@@H:42]1[S:46][CH2:45][NH:44][CH2:43]1)[C:38]([O:37][C@H:36]1[C@@H:35]([OH:63])[C@H:34]([N:64]2[CH:72]=[N:71][C:70]3[C:65]2=[N:66][CH:67]=[N:68][C:69]=3[NH2:73])[O:33][C@H:32]1[CH2:31][O:30][P:27]([O:26][C@H:17]1[CH2:16][C@H:15]([N:12]2[CH:13]=[CH:14][C:9]([NH2:8])=[N:10][C:11]2=[O:74])[O:19][C@@H:18]1[CH2:20][O:21][P:22]([OH:24])([OH:25])=[O:23])([OH:29])=[O:28])=[O:62]. Procedure details: A 10% solution of trifluoroacetic acid in dichloromethane (0.16 mL) was added to a solution of (5S)-tert-butyl 5-((3S)-4-(((2R,3S,4R,5R)-2-((((((2R,3S,5R)-5-(4-amino-2-oxopyrimidin-1(2H)-yl)-2-((phosphonooxy)methyl)tetrahydrofuran-3-yl)oxy) (hydroxy)phosphoryl)oxy)methyl)-5-(6-amino-9H-purin-9-yl)-4-hydroxytetrahydrofuran-3-yl)Oxy)-3-((tert-butoxycarbonyl)amino)-4-oxobutyl)thiazolidine-3-carboxylate (Compound tk4) (8.5 mg, 8.43 μmol) in dichloromethane (0.2 mL), and the mixture was stirred at ro... The reactants are CC(C=1C=CC(=C(C1)F)C=2C=CC=CC2)C(=O)O (flurbiprofen), (1R,2S)-1-aminoindan-2-ol (S)-flurbiprofen, S(O)(O)(=O)=O (sulfuric acid), CO (methanol), cis (1R,2S)-1-aminoindan-2-ol. Run in C(C)(=O)OCC.O (ethyl acetate water). Conditions: time 5 hour. Yields the product C[C@@H](C1=CC(=C(C=C1)C2=CC=CC=C2)F)C(=O)O ((S)-Flurbiprofen). As a reaction SMILES: [CH3:1][CH:2]([C:16]([OH:18])=[O:17])[C:3]1[CH:4]=[CH:5][C:6]([C:10]2[CH:11]=[CH:12][CH:13]=[CH:14][CH:15]=2)=[C:7]([F:9])[CH:8]=1.CO.S(=O)(=O)(O)O>C(OCC)(=O)C.O>[CH3:1][C@H:2]([C:16]([OH:18])=[O:17])[C:3]1[CH:4]=[CH:5][C:6]([C:10]2[CH:11]=[CH:12][CH:13]=[CH:14][CH:15]=2)=[C:7]([F:9])[CH:8]=1 |f:3.4|. Procedure: A sample of 6.2 g (25 mmol) of R,S flurbiprofen was combined with 40 g of methanol and stirred until dissolved. The solution was treated with 3.14 g (21 mmol) of cis (1R,2S)-1-aminoindan-2-ol, seeded with a small amount of (1R,2S)-1-aminoindan-2-ol (S)-flurbiprofen diastereomer, and allowed to crystallize over a period of 17 hours at ambient temperature. The mixture was then cooled and held at 4° C. for 5 hours. The solids were isolated by filtration, washed with 35 mL methanol, and dried to aff...